This data is from the Open Reaction Database (ORD), a public repository of structured organic reaction records. The task is: describe an organic reaction: reactants, conditions, products, and yield Starting materials: ClC(Cl)Cl, O=S(=O)(O)Cl, Cl, Oc1ccc(F)cc1. The product is O=S(=O)(O)c1cc(F)ccc1O. Reaction SMILES: [Cl:15][CH:16]([Cl:17])[Cl:18].[Cl:9][S:10](=[O:11])(=[O:12])[OH:13].[ClH:14].[F:1][c:2]1[cH:3][cH:4][c:5]([OH:8])[cH:6][cH:7]1>>[F:1][c:2]1[cH:3][c:4]([S:10](=[O:11])(=[O:12])[OH:13])[c:5]([OH:8])[cH:6][cH:7]1. The reactants are CN=C=S, CCO, N=C(N)Nc1nc(C2CCC(N)C2)cs1. The product is CNC(=S)NC1CCC(c2csc(NC(=N)N)n2)C1. As a reaction SMILES: [CH3:16][N:17]=[C:18]=[S:19].[CH3:20][CH2:21][OH:22].[NH:1]([C:2](=[NH:3])[NH2:4])[c:5]1[s:6][cH:7][c:8]([CH:10]2[CH2:11][CH:12]([NH2:15])[CH2:13][CH2:14]2)[n:9]1>>[NH:1]([C:2](=[NH:3])[NH2:4])[c:5]1[s:6][cH:7][c:8]([CH:10]2[CH2:11][CH:12]([NH:15][C:18]([NH:17][CH3:16])=[S:19])[CH2:13][CH2:14]2)[n:9]1.